From a dataset of the Open Reaction Database (ORD), a public repository of structured organic reaction records. describe an organic reaction: reactants, conditions, products, and yield Starting materials: [NH4+].[Cl-] (NH4Cl), [H-].C(C(C)C)[Al+]CC(C)C (diisobutylaluminum hydride), C1=C(C=CC2=CC=CC=C12)/C=C/C(=O)OC (methyl (E)-3-(2-naphthyl)-acrylate). Solvent: C1(=CC=CC=C1)C (toluene), C(Cl)Cl (CH2Cl2). Reaction conditions: temperature -78 celsius, time 1 hour. The product is C1=C(C=CC2=CC=CC=C12)/C=C/CO ((E)-3-(2-naphthyl)-2-propen-1-ol). Isolated yield 81.4%. As a reaction SMILES: [H-].C([Al+]CC(C)C)C(C)C.[CH:11]1[C:20]2[C:15](=[CH:16][CH:17]=[CH:18][CH:19]=2)[CH:14]=[CH:13][C:12]=1/[CH:21]=[CH:22]/[C:23](OC)=[O:24].[NH4+].[Cl-]>C1(C)C=CC=CC=1.C(Cl)Cl>[CH:11]1[C:20]2[C:15](=[CH:16][CH:17]=[CH:18][CH:19]=2)[CH:14]=[CH:13][C:12]=1/[CH:21]=[CH:22]/[CH2:23][OH:24] |f:0.1,3.4|. Procedure: A solution of diisobutylaluminum hydride in toluene (1.5M, 18 ml) was added dropwise to a solution of methyl (E)-3-(2-naphthyl)-acrylate (2.52 g) in CH2Cl2 at −78 ° C. and the mixture was stirred at −78° C. for 1 hour. Saturated aqueous solution of NH4Cl was added to the mixture and organic layer was washed with 1N HCl and brine, dried and concentrated. The residue was crystallized from CH2Cl2-hexane to give the titled compound (1.78 g) as a white solid.